Dataset: the Open Reaction Database (ORD), a public repository of structured organic reaction records. Task: describe an organic reaction: reactants, conditions, products, and yield Starting materials: CC1=NC=CC2=CC=CC=C12 (1-methyl isoquinoline), [N+](=O)([O-])[O-].[K+] (potassium nitrate). Solvent: S(O)(O)(=O)=O (sulfuric acid). Reaction conditions: time 5 hour. Yields the product CC1=NC=CC2=C(C=CC=C12)[N+](=O)[O-] (1-methyl-5-nitroisoquinoline). As a reaction SMILES: [CH3:1][C:2]1[C:11]2[C:6](=[CH:7][CH:8]=[CH:9][CH:10]=2)[CH:5]=[CH:4][N:3]=1.[N+:12]([O-])([O-:14])=[O:13].[K+]>S(=O)(=O)(O)O>[CH3:1][C:2]1[C:11]2[C:6](=[C:7]([N+:12]([O-:14])=[O:13])[CH:8]=[CH:9][CH:10]=2)[CH:5]=[CH:4][N:3]=1 |f:1.2|. Reported procedure: To a solution of 1-methyl isoquinoline (Aldrich) in concentrated sulfuric acid at 0° C. was added potassium nitrate (1.1 mmol). Reaction mixture was warmed to room temperature and stirred at room temperature for 5 hours. Reaction mixture was basified. Solid precipitated was column purified. Starting materials: CO, Cl, N#Cc1ccc2[nH]c(C(F)(F)F)cc2c1, C1COCCO1. Yields the product Cl, NCc1ccc2[nH]c(C(F)(F)F)cc2c1. As a reaction SMILES: [CH3:16][OH:17].[ClH:18].[F:1][C:2]([c:3]1[nH:4][c:5]2[cH:6][cH:7][c:8]([C:12]#[N:13])[cH:9][c:10]2[cH:11]1)([F:14])[F:15].[O:19]1[CH2:20][CH2:21][O:22][CH2:23][CH2:24]1>>[ClH:18].[F:1][C:2]([c:3]1[nH:4][c:5]2[cH:6][cH:7][c:8]([CH2:12][NH2:13])[cH:9][c:10]2[cH:11]1)([F:14])[F:15].